From a dataset of the Open Reaction Database (ORD), a public repository of structured organic reaction records. describe an organic reaction: reactants, conditions, products, and yield Reactants: CCCC(NC(=O)OCc1ccccc1)C(=O)O, CCCC(N)C(=O)O. Yields the product CCCC(NC(=O)OCc1ccccc1)C(=O)O, [NH2-]. Reaction SMILES: [CH2:1]([c:2]1[cH:3][cH:4][cH:5][cH:6][cH:7]1)[O:8][C:9](=[O:10])[NH:11][CH:12]([CH2:13][CH2:14][CH3:15])[C:16](=[O:17])[OH:18].[NH2:19][CH:20]([C:21]([OH:22])=[O:23])[CH2:24][CH2:25][CH3:26]>>[CH2:1]([c:2]1[cH:3][cH:4][cH:5][cH:6][cH:7]1)[O:8][C:9](=[O:10])[NH:11][CH:12]([CH2:13][CH2:14][CH3:15])[C:16](=[O:17])[OH:18].[NH2-:19]. Starting materials: C(C)(C)(C)OC(=O)N1CCC(CC1)CCOC1=C(C=C2C(=NC=NC2=C1)NC1=C(C=CC=2C=COC21)Cl)OC (7-[2-(N-tert-butoxycarbonylpiperidin-4-yl)ethoxy]-4-(6-chlorobenzofuran-7-ylamino)-6-methoxyquinazoline), FC(C(=O)O)(F)F (trifluoroacetic acid). Run in C(Cl)Cl (methylene chloride). Run at time 3 hour. Product: ClC1=C(C2=C(C=CO2)C=C1)NC1=NC=NC2=CC(=C(C=C12)OC)OCCC1CCNCC1 (4-(6-chlorobenzofuran-7-ylamino)-6-methoxy-7-(2-piperidin-4-ylethoxy)quinazoline). Yield: 73.8%. RXN SMILES: C(OC([N:8]1[CH2:13][CH2:12][CH:11]([CH2:14][CH2:15][O:16][C:17]2[CH:26]=[C:25]3[C:20]([C:21]([NH:27][C:28]4[C:36]5[O:35][CH:34]=[CH:33][C:32]=5[CH:31]=[CH:30][C:29]=4[Cl:37])=[N:22][CH:23]=[N:24]3)=[CH:19][C:18]=2[O:38][CH3:39])[CH2:10][CH2:9]1)=O)(C)(C)C.FC(F)(F)C(O)=O>C(Cl)Cl>[Cl:37][C:29]1[CH:30]=[CH:31][C:32]2[CH:33]=[CH:34][O:35][C:36]=2[C:28]=1[NH:27][C:21]1[C:20]2[C:25](=[CH:26][C:17]([O:16][CH2:15][CH2:14][CH:11]3[CH2:12][CH2:13][NH:8][CH2:9][CH2:10]3)=[C:18]([O:38][CH3:39])[CH:19]=2)[N:24]=[CH:23][N:22]=1. Procedure details: A mixture of 7-[2-(N-tert-butoxycarbonylpiperidin-4-yl)ethoxy]-4-(6-chlorobenzofuran-7-ylamino)-6-methoxyquinazoline (0.49 g), trifluoroacetic acid (4 ml) and methylene chloride (15 ml) was stirred at ambient temperature for 3 hours. The solvents were evaporated and the residue was diluted with toluene and evaporated again. The residue was partitioned between a mixture of methylene chloride and acetonitrile and a 2N aqueous sodium hydroxide solution. The organic phase was washed with water and w... The reactants are C(Cl)Cl (CH2Cl2), FC(C(=O)N1C(O[C@@H]([C@H]1CF)C1=CC=C(C=C1)B1OC(C(O1)(C)C)(C)C)(C)C)F (2,2-Difluoro-1-{(4S,5R)-4-fluoromethyl-2,2-dimethyl-5-[4-(4,4,5,5-tetramethyl-[1,3,2]dioxaborolan-2-yl)-phenyl]-oxazolidin-3-yl}-ethanone), C(C)(C)(C)OC(NCC1=NC=C(C=N1)Cl)=O ((5-Chloro-pyrimidin-2-ylmethyl)-carbamic acid tert-butyl ester), C(=O)([O-])[O-].[K+].[K+] (K2CO3). Solvent: C(C)(C)O.O (isopropylalcohol water). Conditions: temperature 140 celsius. The product is C(C)(C)(C)OC(NCC1=NC=C(C=N1)C1=CC=C(C=C1)[C@@H]1[C@H](N(C(O1)(C)C)C(C(F)F)=O)CF)=O ((5-{4-[(4S,5R)-3-(2,2-Difluoro-acetyl)-4-fluoromethyl-2,2-dimethyl-oxazolidin-5-yl]-phenyl}-pyrimidin-2-ylmethyl)-carbamic acid tert-butyl ester). Yield: 36.4%. Reaction SMILES: [F:1][CH:2]([F:29])[C:3]([N:5]1[C@H:9]([CH2:10][F:11])[C@@H:8]([C:12]2[CH:17]=[CH:16][C:15](B3OC(C)(C)C(C)(C)O3)=[CH:14][CH:13]=2)[O:7][C:6]1([CH3:28])[CH3:27])=[O:4].[C:30]([O:34][C:35](=[O:45])[NH:36][CH2:37][C:38]1[N:43]=[CH:42][C:41](Cl)=[CH:40][N:39]=1)([CH3:33])([CH3:32])[CH3:31].C([O-])([O-])=O.[K+].[K+].C(Cl)Cl>C(O)(C)C.O>[C:30]([O:34][C:35](=[O:45])[NH:36][CH2:37][C:38]1[N:43]=[CH:42][C:41]([C:15]2[CH:16]=[CH:17][C:12]([C@H:8]3[O:7][C:6]([CH3:27])([CH3:28])[N:5]([C:3](=[O:4])[CH:2]([F:29])[F:1])[C@@H:9]3[CH2:10][F:11])=[CH:13][CH:14]=2)=[CH:40][N:39]=1)([CH3:33])([CH3:31])[CH3:32] |f:2.3.4,6.7|. Procedure details: To a stirred solution of 2,2-Difluoro-1-{(4S,5R)-4-fluoromethyl-2,2-dimethyl-5-[4-(4,4,5,5-tetramethyl-[1,3,2]dioxaborolan-2-yl)-phenyl]-oxazolidin-3-yl}-ethanone (0.286 g, 0.694 mmol) and (5-Chloro-pyrimidin-2-ylmethyl)-carbamic acid tert-butyl ester (0.2 g, 0.694 mmol) in isopropylalcohol:water (2:1, 6 mL) is added K2CO3 (0.287 g, 2.083 mmol) at room temperature. Resulting reaction mixture is degassed with nitrogen for 20 minutes followed by addition of Pd(dppf)Cl2.CH2Cl2 (0.028 g, 0.035 mmol)... The reactants are C(=O)(O)C1=CC=CC2=C1CC(C1=C(S2)C(=CC=C1)F)=O (9-carboxy-4-fluoro-10,11-dihydrodibenzo[b,f]thiepin-11-one), O.NN (hydrazine hydrate). Solvent: C(C)O (ethanol), O1CCOCC1 (dioxane). Run at time 2 hour. Yields the product C(=O)(O)C1=CC=CC2=C1CCC1=C(S2)C(=CC=C1)O (9-carboxy-4-hydroxy-10,11-dihydrodibenzo-[b,f] thiepin). Isolated yield 12.7%. Reaction SMILES: [C:1]([C:4]1[C:9]2[CH2:10][C:11](=O)[C:12]3[CH:18]=[CH:17][CH:16]=[C:15](F)[C:13]=3[S:14][C:8]=2[CH:7]=[CH:6][CH:5]=1)([OH:3])=[O:2].[OH2:21].NN>C(O)C.O1CCOCC1>[C:1]([C:4]1[C:9]2[CH2:10][CH2:11][C:12]3[CH:18]=[CH:17][CH:16]=[C:15]([OH:21])[C:13]=3[S:14][C:8]=2[CH:7]=[CH:6][CH:5]=1)([OH:3])=[O:2] |f:1.2|. Reported procedure: 5.0 g of 9-carboxy-4-fluoro-10,11-dihydrodibenzo[b,f]thiepin-11-one and 5.0 g of 100% hydrazine hydrate were dissolved in the mixed solvent of 50 ml of ethanol and 50 ml of dioxane. The resulting mixture was heated under reflux for 5 hours. The solvent was evaporated under reduced pressure to obtain the residue, which was washed with ethanol. To this was added 5.0 g of sodium hydroxide in 100 ml of diethylene glycol and the resulting mixture was heated with stirring at 180°-200° C. for 2 hours. ... The reactants are CCO, CCOC=N, Cl, c1ccc(C(c2ccccc2)C2CCNCC2)cc1. Product: N=CN1CCC(C(c2ccccc2)c2ccccc2)CC1, Cl, O. Reaction SMILES: [CH3:26][CH2:27][OH:28].[CH:2]([O:3][CH2:4][CH3:5])=[NH:6].[ClH:1].[c:7]1([CH:13]([CH:14]2[CH2:15][CH2:16][NH:17][CH2:18][CH2:19]2)[c:20]2[cH:21][cH:22][cH:23][cH:24][cH:25]2)[cH:8][cH:9][cH:10][cH:11][cH:12]1>>[CH:2](=[NH:6])[N:17]1[CH2:16][CH2:15][CH:14]([CH:13]([c:7]2[cH:8][cH:9][cH:10][cH:11][cH:12]2)[c:20]2[cH:21][cH:22][cH:23][cH:24][cH:25]2)[CH2:19][CH2:18]1.[ClH:1].[OH2:3]. The reactants are C(C)OC=1C=CC(=C(C1)C1=CC(=[N+](C=C1)[O-])C#N)F (4-(5-ethoxy-2-fluoro-phenyl)-1-oxido-pyridin-1-ium-2-carbonitrile), P(=O)(Cl)(Cl)Cl (phosphorus oxychloride). The product is C(C)(=O)OCC.CCCC(C)C (ethyl acetate isohexane), crude material, ClC1=CC(=CC(=N1)C#N)C1=C(C=CC(=C1)OCC)F (6-chloro-4-(5-ethoxy-2-fluoro-phenyl)pyridine-2-carbonitrile). Reaction SMILES: [CH2:1]([O:3][C:4]1[CH:5]=[CH:6][C:7]([F:19])=[C:8]([C:10]2[CH:15]=[CH:14][N+:13]([O-])=[C:12]([C:17]#[N:18])[CH:11]=2)[CH:9]=1)[CH3:2].P(Cl)(Cl)([Cl:22])=[O:21]>>[C:4]([O:3][CH2:1][CH3:2])(=[O:21])[CH3:5].[CH3:5][CH2:6][CH2:7][CH:8]([CH3:10])[CH3:9].[Cl:22][C:14]1[N:13]=[C:12]([C:17]#[N:18])[CH:11]=[C:10]([C:8]2[CH:9]=[C:4]([O:3][CH2:1][CH3:2])[CH:5]=[CH:6][C:7]=2[F:19])[CH:15]=1 |f:2.3|. Procedure: A mixture of 4-(5-ethoxy-2-fluoro-phenyl)-1-oxido-pyridin-1-ium-2-carbonitrile (which may be prepared as described in Description 112) (5.1 g, 19.75 mmol) in phosphorus oxychloride (50 mL) was heated to reflux under nitrogen for 2 hrs. The POCl3 was evaporated and toluene was added and then evaporated. Ethyl acetate and satd. aq. NaHCO3 were added and the product was extracted into ethyl acetate (3×200 ml). The extracts were dried (Na2SO4) and concentrated. Chromatography (silica gel, ethyl acet... Reactants: CC(=O)O, Cn1c(I)c(I)c2c(=O)[nH]c(NC(=O)C(C)(C)C)nc21, O, [Zn]. The product is Cn1cc(I)c2c(=O)[nH]c(NC(=O)C(C)(C)C)nc21. As a reaction SMILES: [CH3:21][C:22](=[O:23])[OH:24].[I:1][c:2]1[c:3]([I:20])[n:4]([CH3:19])[c:5]2[n:6][c:7]([NH:12][C:13]([C:14]([CH3:15])([CH3:16])[CH3:17])=[O:18])[nH:8][c:9](=[O:11])[c:10]12.[OH2:25].[Zn:26]>>[I:1][c:2]1[cH:3][n:4]([CH3:19])[c:5]2[n:6][c:7]([NH:12][C:13]([C:14]([CH3:15])([CH3:16])[CH3:17])=[O:18])[nH:8][c:9](=[O:11])[c:10]12.